From a dataset of the Open Reaction Database (ORD), a public repository of structured organic reaction records. describe an organic reaction: reactants, conditions, products, and yield Reactants: COC1=C(C=C2C(=N1)C(=CN2C)C2=CC=1C(=NC=CC1CSC=1SC=CC1)N2S(=O)(=O)C2=CC=C(C=C2)C)OC (5,6-dimethoxy-1-methyl-3-[4-(thiophen-2-ylsulfanylmethyl)-1-(toluene-4-sulfonyl)-1H-pyrrolo[2,3-b]pyridin-2-yl]-1H-pyrrolo[3,2-b]pyridine), [OH-].[K+] (potassium hydroxide). The product is COC1=C(C=C2C(=N1)C(=CN2C)C2=CC=1C(=NC=CC1CSC=1SC=CC1)N2)OC (5,6-dimethoxy-1-methyl-3-[4-(thiophen-2-ylsulfanylmethyl)-1H-pyrrolo[2,3-b]pyridin-2-yl]-1H-pyrrolo[3,2-b]pyridine). The yield is 98.4%. As a reaction SMILES: [CH3:1][O:2][C:3]1[N:8]=[C:7]2[C:9]([C:13]3[N:28](S(C4C=CC(C)=CC=4)(=O)=O)[C:16]4=[N:17][CH:18]=[CH:19][C:20]([CH2:21][S:22][C:23]5[S:24][CH:25]=[CH:26][CH:27]=5)=[C:15]4[CH:14]=3)=[CH:10][N:11]([CH3:12])[C:6]2=[CH:5][C:4]=1[O:39][CH3:40].[OH-].[K+]>>[CH3:1][O:2][C:3]1[N:8]=[C:7]2[C:9]([C:13]3[NH:28][C:16]4=[N:17][CH:18]=[CH:19][C:20]([CH2:21][S:22][C:23]5[S:24][CH:25]=[CH:26][CH:27]=5)=[C:15]4[CH:14]=3)=[CH:10][N:11]([CH3:12])[C:6]2=[CH:5][C:4]=1[O:39][CH3:40] |f:1.2|. Procedure: The product is prepared by following the procedure described in example 34 stage (k), starting with 0.110 g of 5,6-dimethoxy-1-methyl-3-[4-(thiophen-2-ylsulfanylmethyl)-1-(toluene-4-sulfonyl)-1H-pyrrolo[2,3-b]pyridin-2-yl]-1H-pyrrolo[3,2-b]pyridine instead of the cyclopropyl-[2-(5,6-dimethoxy-1-methyl-1H-pyrrolo[3,2-b]pyridin-3-yl)-1-(toluene-4-sulfonyl)-1H-pyrrolo[2,3-b]pyridin-4-ylmethyl]amine used in example 34 stage (k) and 0.8 cm3 of 5N potassium hydroxide. 0.080 g of 5,6-dimethoxy-1-methyl... The reactants are [H-].[Na+] (sodium hydride), mixture, CS(=O)C1=NSC(=N1)C1=C(C=CC=C1)F (3-methylsulfinyl-5-(2-fluorophenyl)-1,2,4-thiadiazole), CS(=O)(=O)C1=NSC(=N1)C1=C(C=CC=C1)F (3-methylsulfonyl-5-(2-fluorophenyl)-1,2,4-thiadiazole), C(C#CC)O (2-butyne-1-ol), [Cl-].[Na+] (sodium chloride). Solvent: CN(C=O)C (N,N-dimethylformamide). Run at time 10 minute. Yields the product FC1=C(C=CC=C1)C1=NC(=NS1)OCC#CC (5-(2-fluorophenyl)-3-(2-butynyloxy)-1,2,4-thiadiazole). Reaction SMILES: CS([C:4]1[N:8]=[C:7]([C:9]2[CH:14]=[CH:13][CH:12]=[CH:11][C:10]=2[F:15])[S:6][N:5]=1)=O.CS(C1N=C(C2C=CC=CC=2F)SN=1)(=O)=O.[CH2:32]([OH:36])[C:33]#[C:34][CH3:35].[H-].[Na+].[Cl-].[Na+]>CN(C)C=O>[F:15][C:10]1[CH:11]=[CH:12][CH:13]=[CH:14][C:9]=1[C:7]1[S:6][N:5]=[C:4]([O:36][CH2:32][C:33]#[C:34][CH3:35])[N:8]=1 |f:3.4,5.6|. Procedure details: To 2 ml of N,N-dimethylformamide were added 295 mg of a mixture of 3-methylsulfinyl-5-(2-fluorophenyl)-1,2,4-thiadiazole and 3-methylsulfonyl-5-(2-fluorophenyl)-1,2,4-thiadiazole (integration ratio of 1H-NMR sulfonyl form:sulfinyl form=4:1) and 85 mg of 2-butyne-1-ol, to the resulting mixture was added 55 mg of sodium hydride (60% oily) with ice-cooling, and the mixture was stirred for 10 minutes, and further stirred at room temperature for 3 hours. The reaction mixture was poured into an aqueou... Starting materials: NN (hydrazine), ClC1=NC(=NC(=C1)Cl)SC (4,6-Dichloro-2-(methylthio)pyrimidine). The solvent is ClCCl (dichloromethane). Reaction conditions: temperature -78 celsius, time 10 minute. Yields the product ClC1=CC(=NC(=N1)SC)NN (1-(6-Chloro-2-(methylthio)pyrimidin-4-yl)hydrazine). Yield: 64.2%. RXN SMILES: [NH2:1][NH2:2].[Cl:3][C:4]1[CH:9]=[C:8](Cl)[N:7]=[C:6]([S:11][CH3:12])[N:5]=1>ClCCl>[Cl:3][C:4]1[N:5]=[C:6]([S:11][CH3:12])[N:7]=[C:8]([NH:1][NH2:2])[CH:9]=1. Procedure: Referring to Scheme 2, anhydrous hydrazine (164 mg, 162 μl, 5.1 mmol) and dichloromethane (3 ml) were cooled to −78° C. 4,6-Dichloro-2-(methylthio)pyrimidine (1 g, 5.1 mmol) was slowly added. The mixture was allowed to stir for 10 minutes then the bath was replaced with an ice bath and the solution allowed to slowly reach 0° C. The precipitate was filtered and washed with DCM. 1-(6-Chloro-2-(methylthio)pyrimidin-4-yl)hydrazine (624 mg, 64%) was obtained. [M+H] calc'd for C5H7ClN4S, 191; found, 1... Reactants: S(=O)(=O)(C)C=1N=C2SC=CN2C1C(=O)OCC (ethyl 6-mesylimidazo[2,1-b]thiazole-5-carboxlate), C(CC)S (n-propyl mercaptan). Yields the product C(CC)SC=1N=C2SC=CN2C1 (6-(n-Propylthio)imidazo[2,1-b]thiazole). As a reaction SMILES: [S:1]([C:5]1[N:6]=[C:7]2[N:11]([C:12]=1C(OCC)=O)[CH:10]=[CH:9][S:8]2)([CH3:4])(=O)=O.[CH2:18](S)[CH2:19]C>>[CH2:4]([S:1][C:5]1[N:6]=[C:7]2[N:11]([CH:12]=1)[CH:10]=[CH:9][S:8]2)[CH2:18][CH3:19]. Procedure details: In a manner similar to the procedure in Reference Example 1, the oily title compound was prepared from ethyl 6-mesylimidazo[2,1-b]thiazole-5-carboxlate and n-propyl mercaptan. ##STR9## NMR(CDCl3)δ: 1.00(t, 3H), 1.43-1.90(m, 2H), 2.88(t, 2H), 6.83(d, 1H), 7.38(s, 1H), 7.47(s, 1H) Starting materials: C(CC)OC1=CC=C(C=C1)CN1CCC(CC1)C(O)(C1=CC=C(C=C1)C(F)(F)F)C1=CC=C(C=C1)C(F)(F)F (N-(4-propoxyphenylmethyl)-4-[bis(4-trifluoromethylphenyl)hydroxymethyl]piperidine), OO (hydrogen peroxide), [Cl-].[Na+] (sodium chloride), OO (hydrogen peroxide). Solvent: CO (methanol). Run at time 5 hour. Yields the product C(CC)OC1=CC=C(C=C1)C[N+]1(CCC(CC1)C(O)(C1=CC=C(C=C1)C(F)(F)F)C1=CC=C(C=C1)C(F)(F)F)[O-] (N-(4-propoxyphenylmethyl)-4-[bis(4-trifluoromethylphenyl)hydroxymethyl]piperidine N-oxide). Yield: 88.1%. As a reaction SMILES: [CH2:1]([O:4][C:5]1[CH:10]=[CH:9][C:8]([CH2:11][N:12]2[CH2:17][CH2:16][CH:15]([C:18]([C:30]3[CH:35]=[CH:34][C:33]([C:36]([F:39])([F:38])[F:37])=[CH:32][CH:31]=3)([C:20]3[CH:25]=[CH:24][C:23]([C:26]([F:29])([F:28])[F:27])=[CH:22][CH:21]=3)[OH:19])[CH2:14][CH2:13]2)=[CH:7][CH:6]=1)[CH2:2][CH3:3].[OH:40]O.[Cl-].[Na+]>CO>[CH2:1]([O:4][C:5]1[CH:6]=[CH:7][C:8]([CH2:11][N+:12]2([O-:40])[CH2:13][CH2:14][CH:15]([C:18]([C:30]3[CH:31]=[CH:32][C:33]([C:36]([F:39])([F:37])[F:38])=[CH:34][CH:35]=3)([C:20]3[CH:25]=[CH:24][C:23]([C:26]([F:27])([F:28])[F:29])=[CH:22][CH:21]=3)[OH:19])[CH2:16][CH2:17]2)=[CH:9][CH:10]=1)[CH2:2][CH3:3] |f:2.3|. Reported procedure: To a stirred solution of 1.5 grams (0.003 mole) of N-(4-propoxyphenylmethyl)-4-[bis(4-trifluoromethylphenyl)hydroxymethyl]piperidine in 25.0 mL of absolute methanol was added 1.4 mL (0.014 mole) of 30% aqueous hydrogen peroxide in one portion. Upon completion of the addition the reaction mixture was stirred at ambient temperature for five hours and then analyzed by thin layer chromatography (TLC), which indicated the reaction was not complete. An additional 3.0 mL (0.029 mole) of 30% aqueous hyd...